This data is from the Open Reaction Database (ORD), a public repository of structured organic reaction records. The task is: describe an organic reaction: reactants, conditions, products, and yield Reactants: COc1ccc(-c2ccc3c(N4CCOCC4C)nc(N4CCOCC4C)nc3n2)cc1COC(=O)C(C)(C)C, CO, [K+], [OH-]. Yields the product COc1ccc(-c2ccc3c(N4CCOCC4C)nc(N4CCOCC4C)nc3n2)cc1CO. As a reaction SMILES: [C:3](=[O:4])([C:5]([CH3:6])([CH3:7])[CH3:8])[O:9][CH2:10][c:11]1[c:12]([O:41][CH3:42])[cH:13][cH:14][c:15](-[c:17]2[cH:18][cH:19][c:20]3[c:21]([n:22][c:23]([N:33]4[CH:34]([CH3:39])[CH2:35][O:36][CH2:37][CH2:38]4)[n:24][c:25]3[N:26]3[CH:27]([CH3:32])[CH2:28][O:29][CH2:30][CH2:31]3)[n:40]2)[cH:16]1.[CH3:43][OH:44].[K+:2].[OH-:1]>>[OH:9][CH2:10][c:11]1[c:12]([O:41][CH3:42])[cH:13][cH:14][c:15](-[c:17]2[cH:18][cH:19][c:20]3[c:21]([n:22][c:23]([N:33]4[CH:34]([CH3:39])[CH2:35][O:36][CH2:37][CH2:38]4)[n:24][c:25]3[N:26]3[CH:27]([CH3:32])[CH2:28][O:29][CH2:30][CH2:31]3)[n:40]2)[cH:16]1.